This data is from the Open Reaction Database (ORD), a public repository of structured organic reaction records. The task is: describe an organic reaction: reactants, conditions, products, and yield Reactants: cuprous iodide, BrC1=CC=C(C(=O)OCOC(C2=CC=C(C=C2)Br)=O)C=C1 (methylene bis (p-bromobenzoate)), C(C#C)O (propargyl alcohol). The reagents and catalysts are Cl[Pd]([P](C1=CC=CC=C1)(C2=CC=CC=C2)C3=CC=CC=C3)([P](C4=CC=CC=C4)(C5=CC=CC=C5)C6=CC=CC=C6)Cl (Bis (triphenylphosphine)palladium dichloride). Run in C(C)N(CC)CC (triethylamine). Reaction conditions: time 10 day. Product: OCC#CC1=CC=C(C(=O)OCOC(C2=CC=C(C=C2)C#CCO)=O)C=C1 (Methylene bis[p-(hydroxymethylethynyl)benzoate]). The yield is 167.9%. As a reaction SMILES: Br[C:2]1[CH:21]=[CH:20][C:5]([C:6]([O:8][CH2:9][O:10][C:11](=[O:19])[C:12]2[CH:17]=[CH:16][C:15](Br)=[CH:14][CH:13]=2)=[O:7])=[CH:4][CH:3]=1.[CH2:22]([OH:25])[C:23]#[CH:24]>C(N(CC)CC)C.Cl[Pd](Cl)([P](C1C=CC=CC=1)(C1C=CC=CC=1)C1C=CC=CC=1)[P](C1C=CC=CC=1)(C1C=CC=CC=1)C1C=CC=CC=1>[OH:25][CH2:22][C:23]#[C:24][C:2]1[CH:21]=[CH:20][C:5]([C:6]([O:8][CH2:9][O:10][C:11](=[O:19])[C:12]2[CH:17]=[CH:16][C:15]([C:4]#[C:5][CH2:6][OH:7])=[CH:14][CH:13]=2)=[O:7])=[CH:4][CH:3]=1 |^1:35,54|. Procedure details: Bis (triphenylphosphine)palladium dichloride (17.0 mg, 0.02 mmol) and cuprous iodide (2.0 mg, 0.01 mmol) are added to a suspension of methylene bis (p-bromobenzoate) (0.500 g, 1.21 mmol) prepared as described in Example 14 and propargyl alcohol (0.16 ml, 2.66 mmol) in triethylamine (10 ml) with good stirring, at 20° C., under a dry N2 atmosphere. After 10 days at 20° C., the triethylamine is removed under reduced pressure, water (20 ml) is added and the mixture is extracted with dichloromethane ... The reactants are N1(CCNCC1)C1=CC(NC=N1)=O (6-piperazin-1-yl-3H-pyrimidin-4-one), N1(CCNCC1)C1=CC(NC=N1)=O (6-piperazin-1-yl-3H-pyrimidin-4-one), C1(=CC(=CC=C1)C=O)C (m-tolualdehyde). The product is CC=1C=C(CN2CCN(CC2)C2=CC(NC=N2)=O)C=CC1 (6-[4-(3-Methyl-benzyl)-piperazin-1-yl]-3H-pyrimidin-4-one). As a reaction SMILES: [N:1]1([C:7]2[N:12]=[CH:11][NH:10][C:9](=[O:13])[CH:8]=2)[CH2:6][CH2:5][NH:4][CH2:3][CH2:2]1.[C:14]1([CH3:22])[CH:19]=[CH:18][CH:17]=[C:16]([CH:20]=O)[CH:15]=1>>[CH3:22][C:14]1[CH:15]=[C:16]([CH:17]=[CH:18][CH:19]=1)[CH2:20][N:4]1[CH2:5][CH2:6][N:1]([C:7]2[N:12]=[CH:11][NH:10][C:9](=[O:13])[CH:8]=2)[CH2:2][CH2:3]1. Procedure details: 6-[4-(3-Methyl-benzyl)-piperazin-1-yl]-3H-pyrimidin-4-one was prepared using Procedure A from 6-piperazin-1-yl-3H-pyrimidin-4-one (Intermediate 4) and m-tolualdehyde. Mass spectrum (ES) MH+=285. Reactants: CC(=O)[O-], CCOC(C)=O, [Na+], COc1ccc([N+](=O)[O-])c(C2OCCO2)c1, O=[Pt]. Product: COc1ccc(N)c(C2OCCO2)c1. RXN SMILES: [CH3:18][C:19](=[O:20])[O-:21].[CH3:22][CH2:23][O:24][C:25](=[O:26])[CH3:27].[Na+:17].[O:1]1[CH:2]([c:6]2[c:7]([N+:14]([O-:15])=[O:16])[cH:8][cH:9][c:10]([O:12][CH3:13])[cH:11]2)[O:3][CH2:4][CH2:5]1.[Pt:28]=[O:29]>>[O:1]1[CH:2]([c:6]2[c:7]([NH2:14])[cH:8][cH:9][c:10]([O:12][CH3:13])[cH:11]2)[O:3][CH2:4][CH2:5]1. Starting materials: Cl (HCl), S(O)(O)(=O)=O (sulfuric acid), OC1(CCCCC1)C=1C=CC(NC1)=O (5-(1-hydroxycyclohexyl)-2(1H)-pyridinone), [C-]#N.[K+] (potassium cyanide), FC(C(=O)O)(F)F (trifluoroacetic acid). The solvent is C(C)OCC (diethyl ether), CO (methanol). Conditions: time 17 hour. Yields the product Cl.O=C1C=CC(=CN1)C1(CCCCC1)NC=O (N-[1-(1,6-Dihydro-6-oxo-3-pyridinyl)cyclohexyl]formamide hydrochloride). As a reaction SMILES: S(=O)(=O)(O)O.O[C:7]1([C:13]2[CH:14]=[CH:15][C:16](=[O:19])[NH:17][CH:18]=2)[CH2:12][CH2:11][CH2:10][CH2:9][CH2:8]1.[C-]#[N:21].[K+].[ClH:23].FC(F)(F)[C:26]([OH:28])=O>CO.C(OCC)C>[ClH:23].[O:19]=[C:16]1[NH:17][CH:18]=[C:13]([C:7]2([NH:21][CH:26]=[O:28])[CH2:12][CH2:11][CH2:10][CH2:9][CH2:8]2)[CH:14]=[CH:15]1 |f:2.3,8.9|. Reported procedure: Concentrated sulfuric acid (150 ml) was added dropwise over 45 minutes to a suspension of 5-(1-hydroxycyclohexyl)-2(1H)-pyridinone (37.0 g) and potassium cyanide (370 g) in 770 ml of trifluoroacetic acid at 0° C. The resulting suspension was stirred at room temperature for 17 hours and then cooled to 0° C., and diethyl ether was added slowly. The solvent was decanted, and the solids were washed with diethyl ether. The product was then dissolved in methanol and neutralized with poly-4-vinylpyridi... Reactants: [N+](=O)([O-])C1=C2C=CC(=NC2=CC=C1)Cl (5-nitro-2-chloroquinoline), CC1=CC=C(O1)CN (5-methyl-2-furanmethanamine), C1OC2=C(C=O)C=CC=C2O1 (2,3-(methylenedioxy)benzaldehyde). The product is O1COC2=C1C=CC=C2CNC=2C=1C=CC(=NC1C=CC2)NCC=2OC(=CC2)C (N5-Benzo[1,3]dioxol-4-ylmethyl-N2-(5-methyl-furan-2-ylmethyl)-quinoline-2,5-diamine). Reaction SMILES: [N+:1]([C:4]1[CH:13]=[CH:12][CH:11]=[C:10]2[C:5]=1[CH:6]=[CH:7][C:8](Cl)=[N:9]2)([O-])=O.[CH3:15][C:16]1[O:20][C:19]([CH2:21][NH2:22])=[CH:18][CH:17]=1.[CH2:23]1[O:33][C:32]2[C:25](=[C:26]([CH:29]=[CH:30][CH:31]=2)[CH:27]=O)[O:24]1>>[O:33]1[C:32]2[CH:31]=[CH:30][CH:29]=[C:26]([CH2:27][NH:1][C:4]3[C:5]4[CH:6]=[CH:7][C:8]([NH:22][CH2:21][C:19]5[O:20][C:16]([CH3:15])=[CH:17][CH:18]=5)=[N:9][C:10]=4[CH:11]=[CH:12][CH:13]=3)[C:25]=2[O:24][CH2:23]1. Procedure: The title compound, MS: m/e=388.4 (M+H+), was prepared from 5-nitro-2-chloroquinoline, 5-methyl-2-furanmethanamine and 2,3-(methylenedioxy)benzaldehyde as described in example 26. The reactants are COC1=C(C(CC1)CO)C(=O)OC (methyl (5RS) 2-methoxy-5-hydroxymethyl-1-cyclopentene carboxylate), CCOCC (ether), chromic oxide, N1=CC=CC=C1 (pyridine). Solvent: C(Cl)Cl (methylene chloride), C(Cl)Cl (methylene chloride). Reaction conditions: temperature -15 celsius, time 15 minute. Product: COC1=C(C(CC1)C=O)C(=O)OC (methyl (5RS) 2-methoxy-5-formyl-1-cyclopentene-carboxylate). RXN SMILES: N1C=CC=CC=1.[CH3:7][O:8][C:9]1[CH2:13][CH2:12][CH:11]([CH2:14][OH:15])[C:10]=1[C:16]([O:18][CH3:19])=[O:17].CCOCC>C(Cl)Cl>[CH3:7][O:8][C:9]1[CH2:13][CH2:12][CH:11]([CH:14]=[O:15])[C:10]=1[C:16]([O:18][CH3:19])=[O:17]. Procedure: 25.5 g of chromic oxide were added in small fractions at 15° to 20° C. to a solution of 41 ml of pyridine in 400 ml of anhydrous methylene chloride and the mixture was stirred for 15 minutes and was then cooled to -15° C. A solution of 4.3 g of the product of Step G in 10 ml of methylene chloride was added thereto and after 90 minutes, 50 g of celite and 100 ml of ether were added. The mixture was filtered and the filtrate was washed with ether and evaporated to dryness at 30° C. to obtain methy... As a reaction SMILES: [Cl:1][c:2]1[cH:3][cH:4][c:5]([CH:6]=[CH:7][C:8]([C:9](=[O:10])[O:11][CH2:12][CH3:13])=[O:14])[cH:15][cH:16]1.[PdH2:17]>>[Cl:1][c:2]1[cH:3][cH:4][c:5]([CH2:6][CH2:7][C:8]([C:9](=[O:10])[O:11][CH2:12][CH3:13])=[O:14])[cH:15][cH:16]1. Starting materials: CCOC(=O)C(=O)C=Cc1ccc(Cl)cc1, [PdH2]. Yields the product CCOC(=O)C(=O)CCc1ccc(Cl)cc1.